From a dataset of the Open Reaction Database (ORD), a public repository of structured organic reaction records. describe an organic reaction: reactants, conditions, products, and yield The reactants are C(C1=CC=CC=C1)N(CCCCC1=CC=C(C=C1)NS(=O)(=O)C)CCC1=C(NC2=CC=C(C=C12)[N+](=O)[O-])C1=CC(=CC(=C1)C)C (N-{4-[4-(benzyl-{2-[2-(3,5-dimethylphenyl)-5-nitro-1H-indol-3-yl]ethyl}amino)butyl]phenyl}methanesulfonamide), [H][H] (hydrogen). The reagents and catalysts are [Ni] (Raney® nickel). Product: NC=1C=C2C(=C(NC2=CC1)C1=CC(=CC(=C1)C)C)CCN(CCCCC1=CC=C(C=C1)NS(=O)(=O)C)CC1=CC=CC=C1 (N-{4-[4-({2-[5-amino-2-(3,5-dimethylphenyl)-1H-indol-3-yl]ethyl}benzylamino)butyl]phenyl}methanesulfonamide). The yield is 74.8%. As a reaction SMILES: [CH2:1]([N:8]([CH2:24][CH2:25][C:26]1[C:34]2[C:29](=[CH:30][CH:31]=[C:32]([N+:35]([O-])=O)[CH:33]=2)[NH:28][C:27]=1[C:38]1[CH:43]=[C:42]([CH3:44])[CH:41]=[C:40]([CH3:45])[CH:39]=1)[CH2:9][CH2:10][CH2:11][CH2:12][C:13]1[CH:18]=[CH:17][C:16]([NH:19][S:20]([CH3:23])(=[O:22])=[O:21])=[CH:15][CH:14]=1)[C:2]1[CH:7]=[CH:6][CH:5]=[CH:4][CH:3]=1.[H][H]>[Ni]>[NH2:35][C:32]1[CH:33]=[C:34]2[C:29](=[CH:30][CH:31]=1)[NH:28][C:27]([C:38]1[CH:43]=[C:42]([CH3:44])[CH:41]=[C:40]([CH3:45])[CH:39]=1)=[C:26]2[CH2:25][CH2:24][N:8]([CH2:1][C:2]1[CH:3]=[CH:4][CH:5]=[CH:6][CH:7]=1)[CH2:9][CH2:10][CH2:11][CH2:12][C:13]1[CH:18]=[CH:17][C:16]([NH:19][S:20]([CH3:23])(=[O:22])=[O:21])=[CH:15][CH:14]=1. Procedure details: To a stirred solution of N-{4-[4-(benzyl-{2-[2-(3,5-dimethylphenyl)-5-nitro-1H-indol-3-yl]ethyl}amino)butyl]phenyl}methanesulfonamide (59 mg in 4 mL absolute ethanol) was added ca. 15 mg of Raney® nickel. The reaction flask was fitted with a hydrogen balloon, evacuated and recharged with hydrogen (3 times) and stirred at room temperature. After 3 hours the reaction was flushed with nitrogen, filtered over diatomaceous earth and concentrated in vacuo. Purification by flash chromatography on silic... Reactants: ClS(=O)(=O)N=C=O (chlorosulfonyl isocyanate), COC1=C(C(C(=O)OC)=CC=C1)O (methyl 3-methoxy-salicylate). Run in C=1(C(=CC=CC1)C)C (xylene). Reaction conditions: temperature 140 celsius. Product: COC(C1=C(C(=CC=C1)OC)OS(=O)(=O)N=C=O)=O (Methyl-2-isocyanatosulfonyloxy-3-methoxy-benzoate). Reaction SMILES: Cl[S:2]([N:5]=[C:6]=[O:7])(=[O:4])=[O:3].[CH3:8][O:9][C:10]1[CH:19]=[CH:18][CH:17]=[C:12]([C:13]([O:15][CH3:16])=[O:14])[C:11]=1[OH:20]>C1(C)C(C)=CC=CC=1>[CH3:16][O:15][C:13](=[O:14])[C:12]1[CH:17]=[CH:18][CH:19]=[C:10]([O:9][CH3:8])[C:11]=1[O:20][S:2]([N:5]=[C:6]=[O:7])(=[O:4])=[O:3]. Procedure: 3.4 g (0.024 mol) of chlorosulfonyl isocyanate are added dropwise to a solution of 3.6 g (0.02 mol) of methyl 3-methoxy-salicylate in 20 ml of xylene at 25° C. When the dropwise addition has ended, the temperature is slowly increased to 140° C. and the mixture is heated under reflux for 2.5 hours. It is cooled and the solvent and excess chlorosulfonyl isocyanate are removed on a rotary evaporator. The yellow oil which remains (5.4 g=1004 of theory) is used without further purification.